This data is from the Open Reaction Database (ORD), a public repository of structured organic reaction records. The task is: describe an organic reaction: reactants, conditions, products, and yield Reactants: CC(C)(C)n1ncc(S)c(Cl)c1=O, O=C([O-])[O-], CN(C)C=O, CCCOc1ccc(CCl)cn1, [K+], [K+], O. Product: CCCOc1ccc([SH](C)c2cnn(C(C)(C)C)c(=O)c2Cl)cn1. As a reaction SMILES: [C:1]([CH3:2])([CH3:3])([CH3:4])[n:5]1[n:6][cH:7][c:8]([SH:13])[c:9]([Cl:12])[c:10]1=[O:11].[C:26](=[O:27])([O-:28])[O-:29].[CH3:33][N:34]([CH3:35])[CH:36]=[O:37].[Cl:14][CH2:15][c:16]1[cH:17][cH:18][c:19]([O:22][CH2:23][CH2:24][CH3:25])[n:20][cH:21]1.[K+:30].[K+:31].[OH2:32]>>[C:1]([CH3:2])([CH3:3])([CH3:4])[n:5]1[n:6][cH:7][c:8]([SH:13]([c:16]2[cH:17][cH:18][c:19]([O:22][CH2:23][CH2:24][CH3:25])[n:20][cH:21]2)[CH3:26])[c:9]([Cl:12])[c:10]1=[O:11]. Starting materials: Brc1cccc(-c2cnc[nH]2)c1, CN(C)C=O, C[Si](C)(C)CCOCCl, [H-], [Na+]. Product: C[Si](C)(C)CCOCn1cncc1-c1cccc(Br)c1. RXN SMILES: [Br:1][c:2]1[cH:3][c:4](-[c:8]2[cH:9][n:10][cH:11][nH:12]2)[cH:5][cH:6][cH:7]1.[CH3:24][N:25]([CH3:26])[CH:27]=[O:28].[Cl:15][CH2:16][O:17][CH2:18][CH2:19][Si:20]([CH3:21])([CH3:22])[CH3:23].[H-:13].[Na+:14]>>[Br:1][c:2]1[cH:3][c:4](-[c:8]2[cH:9][n:10][cH:11][n:12]2[CH2:16][O:17][CH2:18][CH2:19][Si:20]([CH3:21])([CH3:22])[CH3:23])[cH:5][cH:6][cH:7]1. Starting materials: C1CCOC1, CN1CCOCC1, O=S(=O)(Cl)c1ccc(F)c(Cl)c1, Cl, Cc1ccc(C(=N)N)cc1F. Yields the product Cc1ccc(C(=N)NS(=O)(=O)c2ccc(F)c(Cl)c2)cc1F. RXN SMILES: [CH2:32]1[O:33][CH2:34][CH2:35][CH2:36]1.[CH3:25][N:26]1[CH2:27][CH2:28][O:29][CH2:30][CH2:31]1.[Cl:13][c:14]1[cH:15][c:16]([S:21](=[O:22])(=[O:23])[Cl:24])[cH:17][cH:18][c:19]1[F:20].[ClH:1].[F:2][c:3]1[cH:4][c:5]([C:6](=[NH:7])[NH2:8])[cH:9][cH:10][c:11]1[CH3:12]>>[F:2][c:3]1[cH:4][c:5]([C:6]([NH:7][S:21]([c:16]2[cH:15][c:14]([Cl:13])[c:19]([F:20])[cH:18][cH:17]2)(=[O:22])=[O:23])=[NH:8])[cH:9][cH:10][c:11]1[CH3:12]. The reactants are COC(=O)C1CC(NC(=O)c2ccccc2)CN1C(=O)CNC(=O)OC(C)(C)C, CO, Cl, [Na+], [OH-]. Product: CC(C)(C)OC(=O)NCC(=O)N1CC(NC(=O)c2ccccc2)CC1C(=O)O. As a reaction SMILES: [CH3:1][O:2][C:3](=[O:4])[CH:5]1[N:6]([C:19]([CH2:20][NH:21][C:22](=[O:23])[O:24][C:25]([CH3:26])([CH3:27])[CH3:28])=[O:29])[CH2:7][CH:8]([NH:10][C:11]([c:12]2[cH:13][cH:14][cH:15][cH:16][cH:17]2)=[O:18])[CH2:9]1.[CH3:33][OH:34].[ClH:32].[Na+:31].[OH-:30]>>[O:2]=[C:3]([OH:4])[CH:5]1[N:6]([C:19]([CH2:20][NH:21][C:22](=[O:23])[O:24][C:25]([CH3:26])([CH3:27])[CH3:28])=[O:29])[CH2:7][CH:8]([NH:10][C:11]([c:12]2[cH:13][cH:14][cH:15][cH:16][cH:17]2)=[O:18])[CH2:9]1. Starting materials: S(=O)(=O)(OCCCCCCCCCCCC)[O-].[Na+] (sodium dodecyl sulfate), C(C=C)#N (acrylonitrile), C(C=C)(=O)OCCCC (n-butyl acrylate). Solvent: O (water). Run at temperature 80 celsius, time 10 hour. The product is C(C=C)#N.C(C=C)(=O)OCCCC (acrylonitrile n-butyl acrylate). RXN SMILES: S([O-])(OCCCCCCCCCCCC)(=O)=O.[Na+].[C:19](#[N:22])[CH:20]=[CH2:21].[C:23]([O:27][CH2:28][CH2:29][CH2:30][CH3:31])(=[O:26])[CH:24]=[CH2:25]>O>[C:19](#[N:22])[CH:20]=[CH2:21].[C:23]([O:27][CH2:28][CH2:29][CH2:30][CH3:31])(=[O:26])[CH:24]=[CH2:25] |f:0.1,5.6|. Reported procedure: Into a 2 L reactor equipped with an agitator, a thermometer, a nitrogen gas inlet tube, a dropping funnel, and a reflux condenser, was placed 600 g of distilled water, 0.71 g of sodium dodecyl sulfate as an emulsifier, and as monomers, 70 g of acrylonitrile and 30 g of n-butyl acrylate, and the reactor was nitrogen-purged while the reaction mixture was being stirred at 80° C. Next, 1.6 g of 4,4′-azobis(4-cyanovaleric acid) as a polymerization initiator together with 30 g of distilled water was a...